Dataset: the Open Reaction Database (ORD), a public repository of structured organic reaction records. Task: describe an organic reaction: reactants, conditions, products, and yield Reactants: [Br-], N#CC1CCN1C(c1ccccc1)c1ccccc1, FC(F)(F)c1cccc([Mg+])c1, [Mg]. Yields the product N=C(c1cccc(C(F)(F)F)c1)C1CCN1C(c1ccccc1)c1ccccc1. RXN SMILES: [Br-:1].[CH:14]([c:15]1[cH:16][cH:17][cH:18][cH:19][cH:20]1)([c:21]1[cH:22][cH:23][cH:24][cH:25][cH:26]1)[N:27]1[CH:28]([C:31]#[N:32])[CH2:29][CH2:30]1.[F:2][C:3]([c:4]1[cH:5][c:6]([Mg+:10])[cH:7][cH:8][cH:9]1)([F:11])[F:12].[Mg:13]>>[F:2][C:3]([c:4]1[cH:5][c:6]([C:31]([CH:28]2[N:27]([CH:14]([c:15]3[cH:16][cH:17][cH:18][cH:19][cH:20]3)[c:21]3[cH:22][cH:23][cH:24][cH:25][cH:26]3)[CH2:30][CH2:29]2)=[NH:32])[cH:7][cH:8][cH:9]1)([F:11])[F:12].